Dataset: the Open Reaction Database (ORD), a public repository of structured organic reaction records. Task: describe an organic reaction: reactants, conditions, products, and yield Starting materials: N#CC1(c2ccc(Cl)cc2)CCC1, [K+], [OH-], O, OCCO. Yields the product O=C(O)C1(c2ccc(Cl)cc2)CCC1. RXN SMILES: [Cl:1][c:2]1[cH:3][cH:4][c:5]([C:8]2([C:12]#[N:13])[CH2:9][CH2:10][CH2:11]2)[cH:6][cH:7]1.[K+:19].[OH-:18].[OH2:20].[OH:14][CH2:15][CH2:16][OH:17]>>[Cl:1][c:2]1[cH:3][cH:4][c:5]([C:8]2([C:12]([OH:14])=[O:18])[CH2:9][CH2:10][CH2:11]2)[cH:6][cH:7]1. Reactants: C1(CC1)NC(C(=CC1=CC=C(C(=O)NCCCCCC(=O)OC)C=C1)C1=CC=C(C=C1)F)=O (methyl 6-(4-(3-(cyclopropylamino)-2-(4-fluorophenyl)-3-oxoprop-1-enyl)benzamido)hexanoate), Cl.NO (Hydroxylamine hydrochloride), [OH-].[K+] (KOH). The yield is 22.1%. As a reaction SMILES: Cl.[NH2:2][OH:3].[OH-].[K+].[CH:6]1([NH:9][C:10](=[O:38])[C:11]([C:31]2[CH:36]=[CH:35][C:34]([F:37])=[CH:33][CH:32]=2)=[CH:12][C:13]2[CH:30]=[CH:29][C:16]([C:17]([NH:19][CH2:20][CH2:21][CH2:22][CH2:23][CH2:24][C:25](OC)=[O:26])=[O:18])=[CH:15][CH:14]=2)[CH2:8][CH2:7]1>CO.C(Cl)Cl.O>[CH:6]1([NH:9][C:10](=[O:38])[C:11]([C:31]2[CH:32]=[CH:33][C:34]([F:37])=[CH:35][CH:36]=2)=[CH:12][C:13]2[CH:30]=[CH:29][C:16]([C:17]([NH:19][CH2:20][CH2:21][CH2:22][CH2:23][CH2:24][C:25]([NH:2][OH:3])=[O:26])=[O:18])=[CH:15][CH:14]=2)[CH2:8][CH2:7]1 |f:0.1,2.3|. The solvent is C(Cl)Cl (DCM), O (water), CO (methanol), CO (methanol). Product: C1(CC1)NC(C(=CC1=CC=C(C(=O)NCCCCCC(=O)NO)C=C1)C1=CC=C(C=C1)F)=O (4-(3-(cyclopropylamino)-2-(4-fluorophenyl)-3-oxoprop-1-en-1-yl)-N-(6-(hydroxyamino)-6-oxohexyl)benzamide). Reported procedure: Hydroxylamine hydrochloride (0.55 g, 8 mmol) in methanol (3 mL) was mixed with KOH (0.45 g, 8 mmol) in methanol (3 mL) at 0° C., and sonicated for 2 minutes and the white precipitate formed was filtered. The filtrate was added to the methyl 6-(4-(3-(cyclopropylamino)-2-(4-fluorophenyl)-3-oxoprop-1-enyl)benzamido)hexanoate (0.2 g, 0.4 mmol) in DCM (1.5 mL) and the mixture was stirred at room temperature, for 30 minutes. The reaction mixture was diluted with water (200 mL) and extracted with ethyl... Reaction conditions: time 30 minute. Reactants: FC(C=1C=C(C=CC1)C1C(C1)CO)(F)F ([2-(3-Trifluoromethyl-phenyl)-cyclopropyl]-methanol), BrP(Br)Br (Tribromo phosphine). The solvent is C(C)OCC (diethyl ether), C(C)OCC (diethyl ether). Reaction conditions: temperature 0 celsius, time 2 hour. Yields the product BrCC1C(C1)C1=CC(=CC=C1)C(F)(F)F (1-(2-bromomethyl-cyclopropyl)-3-trifluoromethyl-benzene). The yield is 145.6%. Reaction SMILES: [F:1][C:2]([F:15])([F:14])[C:3]1[CH:4]=[C:5]([CH:9]2[CH2:11][CH:10]2[CH2:12]O)[CH:6]=[CH:7][CH:8]=1.[Br:16]P(Br)Br>C(OCC)C>[Br:16][CH2:12][CH:10]1[CH2:11][CH:9]1[C:5]1[CH:6]=[CH:7][CH:8]=[C:3]([C:2]([F:15])([F:14])[F:1])[CH:4]=1. Procedure: [2-(3-Trifluoromethyl-phenyl)-cyclopropyl]-methanol obtained in step 1 (0.250 g, 1.15 mmol) was taken in diethyl ether (4 ml) and cooled to 0° C. Tribromo phosphine (0.06 ml, 0.64 mmol) in diethyl ether (4 ml) was added slowly at 0° C. and stirred at 15-20° C. for 2 hrs. Reaction mixture was quenched with saturated NaHCO3 solution (20 ml) and extracted with diethyl ether. Organic layer was washed with saturated brine solution, dried over Na2SO4, and evaporated under vacuum to get 1-(2-bromomethy... Reactants: Brc1cccs1, Br[Mg]c1ccccc1, CCOCC, Cl. The product is c1ccc(-c2cccs2)cc1. As a reaction SMILES: [Br:1][c:2]1[s:3][cH:4][cH:5][cH:6]1.[Br:7][Mg:8][c:9]1[cH:10][cH:11][cH:12][cH:13][cH:14]1.[CH3:16][CH2:17][O:18][CH2:19][CH3:20].[ClH:15]>>[c:2]1(-[c:9]2[cH:10][cH:11][cH:12][cH:13][cH:14]2)[s:3][cH:4][cH:5][cH:6]1.